This data is from the Open Reaction Database (ORD), a public repository of structured organic reaction records. The task is: describe an organic reaction: reactants, conditions, products, and yield Reactants: C, CNC1CC(C(=O)Nc2ccc(-n3ccccc3=O)cc2F)CC1CNC(=O)c1ccc(Cl)s1, O=S(=O)(Cl)Cl. The product is CN(C1CC(C(=O)Nc2ccc(-n3ccccc3=O)cc2F)CC1CNC(=O)c1ccc(Cl)s1)S(C)(=O)=O. As a reaction SMILES: [CH4:40].[F:1][c:2]1[c:3]([NH:15][C:16](=[O:17])[CH:18]2[CH2:19][CH:20]([NH:33][CH3:34])[CH:21]([CH2:23][NH:24][C:25](=[O:26])[c:27]3[s:28][c:29]([Cl:32])[cH:30][cH:31]3)[CH2:22]2)[cH:4][cH:5][c:6](-[n:8]2[c:9](=[O:14])[cH:10][cH:11][cH:12][cH:13]2)[cH:7]1.[S:35](=[O:36])(=[O:37])([Cl:38])[Cl:39]>>[F:1][c:2]1[c:3]([NH:15][C:16](=[O:17])[CH:18]2[CH2:19][CH:20]([N:33]([CH3:34])[S:35](=[O:36])(=[O:37])[CH3:40])[CH:21]([CH2:23][NH:24][C:25](=[O:26])[c:27]3[s:28][c:29]([Cl:32])[cH:30][cH:31]3)[CH2:22]2)[cH:4][cH:5][c:6](-[n:8]2[c:9](=[O:14])[cH:10][cH:11][cH:12][cH:13]2)[cH:7]1. RXN SMILES: [CH3:35][CH2:36][OH:37].[CH3:38][CH2:39][O:40][C:41](=[O:42])[CH3:43].[Cl-:3].[Cl:4][c:5]1[c:6]([N+:32]([O-:33])=[O:34])[cH:7][c:8]([O:29][CH2:30][CH3:31])[c:9]([C:10](=[O:11])[NH:12][CH2:13][CH:14]2[O:15][CH2:16][CH2:17][N:18]([CH2:20][c:21]3[cH:22][cH:23][c:24]([F:27])[cH:25][cH:26]3)[CH2:19]2)[cH:28]1.[OH2:1].[OH2:2]>>[Cl:4][c:5]1[c:6]([NH2:32])[cH:7][c:8]([O:29][CH2:30][CH3:31])[c:9]([C:10](=[O:11])[NH:12][CH2:13][CH:14]2[O:15][CH2:16][CH2:17][N:18]([CH2:20][c:21]3[cH:22][cH:23][c:24]([F:27])[cH:25][cH:26]3)[CH2:19]2)[cH:28]1. Yields the product CCOc1cc(N)c(Cl)cc1C(=O)NCC1CN(Cc2ccc(F)cc2)CCO1. Reactants: CCO, CCOC(C)=O, [Cl-], CCOc1cc([N+](=O)[O-])c(Cl)cc1C(=O)NCC1CN(Cc2ccc(F)cc2)CCO1, O, O. The reactants are COC(=O)C(Cc1ccc(C)c(C)c1)NC(=O)CNCc1ccccc1, CC(=O)O, CC(C)OC(C)C, CC(C)O. Yields the product Cc1ccc(CC2NC(=O)CN(Cc3ccccc3)C2=O)cc1C. Reaction SMILES: [CH2:1]([c:2]1[cH:3][cH:4][cH:5][cH:6][cH:7]1)[NH:8][CH2:9][C:10](=[O:11])[NH:12][CH:13]([C:14](=[O:15])[O:16][CH3:17])[CH2:18][c:19]1[cH:20][c:21]([CH3:26])[c:22]([CH3:25])[cH:23][cH:24]1.[CH3:27][C:28](=[O:29])[OH:30].[CH:31]([O:32][CH:33]([CH3:34])[CH3:35])([CH3:36])[CH3:37].[CH:38]([OH:39])([CH3:40])[CH3:41]>>[CH2:1]([c:2]1[cH:3][cH:4][cH:5][cH:6][cH:7]1)[N:8]1[CH2:9][C:10](=[O:11])[NH:12][CH:13]([CH2:18][c:19]2[cH:20][c:21]([CH3:26])[c:22]([CH3:25])[cH:23][cH:24]2)[C:14]1=[O:15]. The reactants are C(#N)C1=CN=CC(=N1)C1=CC=C(C=C1)C(C(=O)O)(C)C (2-(4-(6-Cyanopyrazin-2-yl)phenyl)-2-methylpropanoic acid), NC(CO)CC (2-aminobutan-1-ol). The product is C(#N)C1=CN=CC(=N1)C1=CC=C(C=C1)C(C(=O)N[C@H](CO)CC)(C)C ((S)-2-(4-(6-cyanopyrazin-2-yl)phenyl)-N-(1-hydroxybutan-2-yl)-2-methylpropanamide). The yield is 37.0%. Reaction SMILES: [C:1]([C:3]1[N:8]=[C:7]([C:9]2[CH:14]=[CH:13][C:12]([C:15]([CH3:20])([CH3:19])[C:16]([OH:18])=O)=[CH:11][CH:10]=2)[CH:6]=[N:5][CH:4]=1)#[N:2].[NH2:21][CH:22]([CH2:25][CH3:26])[CH2:23][OH:24]>>[C:1]([C:3]1[N:8]=[C:7]([C:9]2[CH:10]=[CH:11][C:12]([C:15]([CH3:20])([CH3:19])[C:16]([NH:21][C@@H:22]([CH2:25][CH3:26])[CH2:23][OH:24])=[O:18])=[CH:13][CH:14]=2)[CH:6]=[N:5][CH:4]=1)#[N:2]. Reported procedure: Prepared in a similar manner to Example 20 from 2-(4-(6-Cyanopyrazin-2-yl)phenyl)-2-methylpropanoic acid (example 20a) and 2-aminobutan-1-ol. Yield 37%. Starting materials: O1C(OCC1)C1=CC(=C(C(=C1)OC)B(O)O)OC (4-(1,3-Dioxolan-2-yl)-2,6-dimethoxybenzeneboronic acid), COC([C@@H](NC(C1=C(C=CC=C1Cl)Cl)=O)CC1=CC=C(C=C1)OS(=O)(=O)C(F)(F)F)=O (N-(2,6-dichlorobenzoyl)-O-(trifluoromethanesulfonyl)-L-tyrosine methyl ester). Product: COC([C@@H](NC(C1=C(C=CC=C1Cl)Cl)=O)CC1=CC=C(C=C1)C1=C(C=C(C=C1OC)C1OCCO1)OC)=O (N-(2,6-dichlorobenzoyl)-4-[4-(1,3-dioxolan-2-yl)-2,6-dimethoxyphenyl]-L-phenylalanine methyl ester). RXN SMILES: [O:1]1[CH2:5][CH2:4][O:3][CH:2]1[C:6]1[CH:11]=[C:10]([O:12][CH3:13])[C:9](B(O)O)=[C:8]([O:17][CH3:18])[CH:7]=1.[CH3:19][O:20][C:21](=[O:49])[C@H:22]([CH2:34][C:35]1[CH:40]=[CH:39][C:38](OS(C(F)(F)F)(=O)=O)=[CH:37][CH:36]=1)[NH:23][C:24](=[O:33])[C:25]1[C:30]([Cl:31])=[CH:29][CH:28]=[CH:27][C:26]=1[Cl:32]>>[CH3:19][O:20][C:21](=[O:49])[C@H:22]([CH2:34][C:35]1[CH:36]=[CH:37][C:38]([C:9]2[C:10]([O:12][CH3:13])=[CH:11][C:6]([CH:2]3[O:3][CH2:4][CH2:5][O:1]3)=[CH:7][C:8]=2[O:17][CH3:18])=[CH:39][CH:40]=1)[NH:23][C:24](=[O:33])[C:25]1[C:26]([Cl:32])=[CH:27][CH:28]=[CH:29][C:30]=1[Cl:31]. Procedure details: 4-(1,3-Dioxolan-2-yl)-2,6-dimethoxybenzeneboronic acid was reacted with N-(2,6-dichlorobenzoyl)-O-(trifluoromethanesulfonyl)-L-tyrosine methyl ester in a similar manner as described in Example 7-2) to give N-(2,6-dichlorobenzoyl)-4-[4-(1,3-dioxolan-2-yl)-2,6-dimethoxyphenyl]-L-phenylalanine methyl ester. The reactants are ClC1=C(C=C(C=C1)Cl)SC1=C(C=C(C#N)C=C1)[N+](=O)[O-] (4-(2,5-Dichlorophenylthio)-3-nitrobenzonitrile), S(=O)([O-])S(=O)[O-].[Na+].[Na+] (sodium hydrosulfite), CCOC(=O)C (EtOAc). Solvent: C1CCOC1 (THF), O (water), hexanes. Run at temperature 45 celsius, time 8 hour. The product is NC=1C=C(C#N)C=CC1SC1=C(C=CC(=C1)Cl)Cl (3-Amino-4-(2,5-dichlorophenylthio)benzonitrile). Isolated yield 84.6%. Reaction SMILES: [Cl:1][C:2]1[CH:7]=[CH:6][C:5]([Cl:8])=[CH:4][C:3]=1[S:9][C:10]1[CH:17]=[CH:16][C:13]([C:14]#[N:15])=[CH:12][C:11]=1[N+:18]([O-])=O.S(S([O-])=O)([O-])=O.[Na+].[Na+].CCOC(C)=O>C1COCC1.O>[NH2:18][C:11]1[CH:12]=[C:13]([CH:16]=[CH:17][C:10]=1[S:9][C:3]1[CH:4]=[C:5]([Cl:8])[CH:6]=[CH:7][C:2]=1[Cl:1])[C:14]#[N:15] |f:1.2.3|. Procedure details: A solution of compound 27 (11.8 g, 36.36 mmol) in THF (200 mL) was combined with a solution of sodium hydrosulfite (37.98 g, 218.16 mmol) in water (50 mL). The combined solution was stirred vigorously overnight at 45° C. The reaction was monitored by TLC (25% EtOAc in hexanes), and was complete after 16 hrs as indicated by absence of the starting material. The reaction was removed from heat and THF was evaporated. Aqueous solution was filtered to yield a white solid. The solid was washed with wa... The reactants are ClC1=C(C=CC=C1)C (2-Chlorotoluene), C1(CCCCC1)P(C1=C(C=CC=C1)C1=C(C=C(C=C1C(C)C)C(C)C)C(C)C)C1CCCCC1 (2-dicyclohexylphosphino-2′,4′,6′-triisopropylbiphenyl), NC1=C(C(=O)N)C=CC=C1 (2-aminobenzamide), C(=O)([O-])[O-].[K+].[K+] (K2CO3), Teflon. The reagents and catalysts are C=1C=CC(=CC1)/C=C/C(=O)/C=C/C2=CC=CC=C2.C=1C=CC(=CC1)/C=C/C(=O)/C=C/C2=CC=CC=C2.C=1C=CC(=CC1)/C=C/C(=O)/C=C/C2=CC=CC=C2.[Pd].[Pd] (Pd2(dba)3). Conditions: time 17 hour. The product is CC1=C(C=CC=C1)NC1=C(C(=O)N)C=CC=C1 (2-(2-methylphenylamino)benzamide), NC1=C(C(=O)NC2=C(C=CC=C2)C)C=CC=C1 (2-amino-N-(2-methylphenyl)benzamide). Isolated yield 10.0%. Reaction SMILES: C1(P(C2CCCCC2)[C:8]2[CH:13]=[CH:12][CH:11]=[CH:10][C:9]=2[C:14]2C(C(C)C)=CC(C(C)C)=CC=2C(C)C)CCCCC1.[NH2:35][C:36]1[CH:44]=[CH:43][CH:42]=[CH:41][C:37]=1[C:38]([NH2:40])=[O:39].C([O-])([O-])=O.[K+].[K+].Cl[C:52]1[CH:57]=[CH:56][CH:55]=[CH:54][C:53]=1[CH3:58]>C1C=CC(/C=C/C(/C=C/C2C=CC=CC=2)=O)=CC=1.C1C=CC(/C=C/C(/C=C/C2C=CC=CC=2)=O)=CC=1.C1C=CC(/C=C/C(/C=C/C2C=CC=CC=2)=O)=CC=1.[Pd].[Pd]>[CH3:14][C:9]1[CH:10]=[CH:11][CH:12]=[CH:13][C:8]=1[NH:35][C:36]1[CH:44]=[CH:43][CH:42]=[CH:41][C:37]=1[C:38]([NH2:40])=[O:39].[NH2:35][C:36]1[CH:44]=[CH:43][CH:42]=[CH:41][C:37]=1[C:38]([NH:40][C:52]1[CH:57]=[CH:56][CH:55]=[CH:54][C:53]=1[CH3:58])=[O:39] |f:2.3.4,6.7.8.9.10|. Procedure: An oven-dried resealable schlenk tube containing a stir bar was charged with Pd2(dba)3 (4.6 mg, 0.005 mmol), 2-dicyclohexylphosphino-2′,4′,6′-triisopropylbiphenyl (19.0 mg, 0.04 mmol), 2-aminobenzamide (170 mg, 1.25 mmol) and K2CO3 (173 mg, 1.25 mmol). The tube was capped with a rubber septum, evacuated and backfilled with argon. 2-Chlorotoluene (60 μL, 0.5 mmol) and tbutanol (1 mL) were added through the septum via syringe. The septum was replaced with a Teflon screw cap. The schlenk tube was s... The reactants are Cc1ccccc1, [Cl-], O=C(CCl)c1ccc(Cl)cc1, ClCc1ccccc1Cl, [Mg], [NH4+]. Yields the product OC(CCl)(Cc1ccccc1Cl)c1ccc(Cl)cc1. Reaction SMILES: [CH3:24][c:25]1[cH:26][cH:27][cH:28][cH:29][cH:30]1.[Cl-:22].[Cl:11][c:12]1[cH:13][cH:14][c:15]([C:18]([CH2:19][Cl:20])=[O:21])[cH:16][cH:17]1.[Cl:1][c:2]1[c:3]([CH2:4][Cl:5])[cH:6][cH:7][cH:8][cH:9]1.[Mg:10].[NH4+:23]>>[Cl:1][c:2]1[c:3]([CH2:4][C:18]([c:15]2[cH:14][cH:13][c:12]([Cl:11])[cH:17][cH:16]2)([CH2:19][Cl:20])[OH:21])[cH:6][cH:7][cH:8][cH:9]1.